Dataset: the Open Reaction Database (ORD), a public repository of structured organic reaction records. Task: describe an organic reaction: reactants, conditions, products, and yield Starting materials: CS(=O)(=O)Nc1cc(Br)cc(C(F)(F)F)c1, C[Sn](C)(C)c1cc(CCCOCc2ccccc2)nc(C#N)n1, CCOC(C)=O, CN(C)C=O, Cl[Pd]Cl, c1ccc(P(c2ccccc2)c2ccccc2)cc1, c1ccc(P(c2ccccc2)c2ccccc2)cc1. Product: CS(=O)(=O)Nc1cc(-c2cc(CCCOCc3ccccc3)nc(C#N)n2)cc(C(F)(F)F)c1. RXN SMILES: [Br:1][c:2]1[cH:3][c:4]([NH:12][S:13](=[O:14])(=[O:15])[CH3:16])[cH:5][c:6]([C:8]([F:9])([F:10])[F:11])[cH:7]1.[CH2:17]([c:18]1[cH:19][cH:20][cH:21][cH:22][cH:23]1)[O:24][CH2:25][CH2:26][CH2:27][c:28]1[n:29][c:30]([C:38]#[N:39])[n:31][c:32]([Sn:34]([CH3:35])([CH3:36])[CH3:37])[cH:33]1.[CH3:45][CH2:46][O:47][C:48](=[O:49])[CH3:50].[O:40]=[CH:41][N:42]([CH3:43])[CH3:44].[Pd:51]([Cl:52])[Cl:53].[c:54]1([P:55]([c:56]2[cH:57][cH:58][cH:59][cH:60][cH:61]2)[c:62]2[cH:63][cH:64][cH:65][cH:66][cH:67]2)[cH:68][cH:69][cH:70][cH:71][cH:72]1.[c:73]1([P:74]([c:75]2[cH:76][cH:77][cH:78][cH:79][cH:80]2)[c:81]2[cH:82][cH:83][cH:84][cH:85][cH:86]2)[cH:87][cH:88][cH:89][cH:90][cH:91]1>>[c:2]1(-[c:32]2[n:31][c:30]([C:38]#[N:39])[n:29][c:28]([CH2:27][CH2:26][CH2:25][O:24][CH2:17][c:18]3[cH:19][cH:20][cH:21][cH:22][cH:23]3)[cH:33]2)[cH:3][c:4]([NH:12][S:13](=[O:14])(=[O:15])[CH3:16])[cH:5][c:6]([C:8]([F:9])([F:10])[F:11])[cH:7]1. Reactants: I[Si](C)(C)C (iodotrimethylsilane), C[Si](C)(C)OC(=O)C1=C(CS[C@H]2N1C(C2N[Si](C)(C)C)=O)C=CCOC(C)=O (7-trimethylsilylamino-3-(3-acetoxy-1-propen-1-yl)-3-cephem-4-carboxylic acid trimethylsilyl ester). Run at time 15 hour. Product: C[Si](C)(C)OC(=O)C1=C(CS[C@H]2N1C(C2N[Si](C)(C)C)=O)C=CCI (7-Trimethylsilylamino-3-(3-iodo-1-propen-1-yl)-3-cephem-4-carboxylic acid trimethylsilyl ester). Reaction SMILES: [I:1][Si](C)(C)C.[CH3:6][Si:7]([O:10][C:11]([C:13]1[N:18]2[C:19](=[O:26])[CH:20]([NH:21][Si:22]([CH3:25])([CH3:24])[CH3:23])[C@H:17]2[S:16][CH2:15][C:14]=1[CH:27]=[CH:28][CH2:29]OC(=O)C)=[O:12])([CH3:9])[CH3:8]>>[CH3:6][Si:7]([O:10][C:11]([C:13]1[N:18]2[C:19](=[O:26])[CH:20]([NH:21][Si:22]([CH3:25])([CH3:24])[CH3:23])[C@H:17]2[S:16][CH2:15][C:14]=1[CH:27]=[CH:28][CH2:29][I:1])=[O:12])([CH3:9])[CH3:8]. Reported procedure: 0.71 ml of iodotrimethylsilane are added at 0° to the solution, produced as described under a), of 7-trimethylsilylamino-3-(3-acetoxy-1-propen-1-yl)-3-cephem-4-carboxylic acid trimethylsilyl ester. The solution is stirred for 15 hours at 0°. Due to the extreme hydrolyzability, characterization is again effected by NMR. Starting materials: FC=1C=C(C#N)C=CC1F (3,4-difluorobenzonitrile), C([O-])(O)=O.[Na+] (sodium bicarbonate), CC[C@H](CO)N (L-(−)-2-amino-1-butanol). The solvent is CN(C=O)C (N,N-dimethylformamide). Reaction conditions: temperature 90 celsius, time 8 hour. Product: FC=1C=C(C#N)C=CC1NC(CC)CO (3-Fluoro-4-(1-hydroxymethyl-propylamino)-benzonitrile). Yield: 33.1%. As a reaction SMILES: [F:1][C:2]1[CH:3]=[C:4]([CH:7]=[CH:8][C:9]=1F)[C:5]#[N:6].C(=O)(O)[O-].[Na+].[CH3:16][CH2:17][C@@H:18]([NH2:21])[CH2:19][OH:20]>CN(C)C=O>[F:1][C:2]1[CH:3]=[C:4]([CH:7]=[CH:8][C:9]=1[NH:21][CH:18]([CH2:19][OH:20])[CH2:17][CH3:16])[C:5]#[N:6] |f:1.2|. Procedure: A 100 mL round bottom flask was charged with 3,4-difluorobenzonitrile (2.013 g, 14.5 mmol), sodium bicarbonate (1.59 g, 18.9 mmol), and L-(−)-2-amino-1-butanol (1.33 mL, 14.5 mmol). The contents were then dissolved in 40 mL N,N-dimethylformamide (anhydrous). The flask was heated to 90° C. and stirred overnight under N2. The reaction mixture was cooled to room temperature, poured onto water, and extracted with EtOAc (2 times). The organic layers were combined, washed with brine, dried (MgSO4), an...